This data is from the Open Reaction Database (ORD), a public repository of structured organic reaction records. The task is: describe an organic reaction: reactants, conditions, products, and yield RXN SMILES: [CH3:35][S:36]([CH3:37])=[O:38].[F:1][c:2]1[c:3](-[c:9]2[s:10][c:11]([NH:27][C:28](=[O:29])[O:30][C:31]([CH3:32])([CH3:33])[CH3:34])[c:12]([C:14]([NH:15][c:16]3[cH:17][n:18][n:19]([CH2:21][CH2:22][N:23]([CH3:24])[CH3:25])[cH:20]3)=[O:26])[n:13]2)[c:4]([F:8])[cH:5][cH:6][cH:7]1>>[F:1][c:2]1[c:3](-[c:9]2[s:10][c:11]([NH2:27])[c:12]([C:14]([NH:15][c:16]3[cH:17][n:18][n:19]([CH2:21][CH2:22][N:23]([CH3:24])[CH3:25])[cH:20]3)=[O:26])[n:13]2)[c:4]([F:8])[cH:5][cH:6][cH:7]1. Starting materials: CS(C)=O, CN(C)CCn1cc(NC(=O)c2nc(-c3c(F)cccc3F)sc2NC(=O)OC(C)(C)C)cn1. Yields the product CN(C)CCn1cc(NC(=O)c2nc(-c3c(F)cccc3F)sc2N)cn1. The reactants are O=C(OC)C1=CC=C(C=C1)C(=O)NCC=2C=CC=CC2. Reagents/catalysts: O1B(OC(C)(C)C1(C)C)B2OC(C)(C)C(O2)(C)C, O=C(NC1=CC=CC2=C1NC(=C2C)C)C=3C=NC(=CC3)C4=NC=CC=C4, C[OH2+].C[OH2+].C1CC=CCCC=C1.C1CC=CCCC=C1.[Ir].[Ir]. Solvent: O1CCCC1. Run at temperature 60 celsius, time 96 hour. The product is O=C(OC)C1=CC=C(C(=O)NCC=2C=CC=CC2)C(=C1)B3OC(C)(C)C(O3)(C)C. Yield: 32.0%. Procedure: Isolated by chromatography using deactivated silica gel and ethyl acetate and petroleum ether (5:1 to 2:1) as the eluent Reactants: CC1CN(C(=O)OC(C)(C)C)CC2Cc3ccc(Br)nc3N12, O=C([O-])O, CCOC(C)=O, CB1OB(C)OB(C)O1, COCCOC, [Na+], [Na+], [Na+], O=C([O-])[O-], O, c1ccc(P(c2ccccc2)(c2ccccc2)[Pd](P(c2ccccc2)(c2ccccc2)c2ccccc2)(P(c2ccccc2)(c2ccccc2)c2ccccc2)P(c2ccccc2)(c2ccccc2)c2ccccc2)cc1. Yields the product Cc1ccc2c(n1)N1C(C)CN(C(=O)OC(C)(C)C)CC1C2. As a reaction SMILES: [C:1]([CH3:2])([CH3:3])([CH3:4])[O:5][C:6](=[O:7])[N:8]1[CH2:9][CH:10]2[CH2:11][c:12]3[cH:13][cH:14][c:15]([Br:22])[n:16][c:17]3[N:18]2[CH:19]([CH3:21])[CH2:20]1.[C:38](=[O:39])([OH:40])[O-:41].[CH3:126][CH2:127][O:128][C:129](=[O:130])[CH3:131].[CH3:29][B:30]1[O:31][B:32]([CH3:33])[O:34][B:35]([CH3:36])[O:37]1.[CH3:43][O:44][CH2:45][CH2:46][O:47][CH3:48].[Na+:23].[Na+:24].[Na+:42].[O-:25][C:26](=[O:27])[O-:28].[OH2:132].[cH:49]1[cH:50][cH:51][c:52]([P:53]([Pd:54]([P:55]([c:56]2[cH:57][cH:58][cH:59][cH:60][cH:61]2)([c:62]2[cH:63][cH:64][cH:65][cH:66][cH:67]2)[c:68]2[cH:69][cH:70][cH:71][cH:72][cH:73]2)([P:74]([c:75]2[cH:76][cH:77][cH:78][cH:79][cH:80]2)([c:81]2[cH:82][cH:83][cH:84][cH:85][cH:86]2)[c:87]2[cH:88][cH:89][cH:90][cH:91][cH:92]2)[P:93]([c:94]2[cH:95][cH:96][cH:97][cH:98][cH:99]2)([c:100]2[cH:101][cH:102][cH:103][cH:104][cH:105]2)[c:106]2[cH:107][cH:108][cH:109][cH:110][cH:111]2)([c:112]2[cH:113][cH:114][cH:115][cH:116][cH:117]2)[c:118]2[cH:119][cH:120][cH:121][cH:122][cH:123]2)[cH:124][cH:125]1>>[C:1]([CH3:2])([CH3:3])([CH3:4])[O:5][C:6](=[O:7])[N:8]1[CH2:9][CH:10]2[CH2:11][c:12]3[cH:13][cH:14][c:15]([CH3:26])[n:16][c:17]3[N:18]2[CH:19]([CH3:21])[CH2:20]1. Reactants: CN(C)C=O, CC(=O)O, CCOc1ccc(C2(C(F)(F)F)CO2)cc1, [H-], [Na+], SCc1cccc(Oc2ccccc2)c1, O. The product is CCOc1ccc(C(O)(CSCc2cccc(Oc3ccccc3)c2)C(F)(F)F)cc1. RXN SMILES: [CH3:35][N:36]([CH3:37])[CH:38]=[O:39].[CH3:40][C:41](=[O:42])[OH:43].[F:18][C:19]([C:20]1([c:23]2[cH:24][cH:25][c:26]([O:29][CH2:30][CH3:31])[cH:27][cH:28]2)[CH2:21][O:22]1)([F:32])[F:33].[H-:1].[Na+:2].[O:3]([c:4]1[cH:5][cH:6][cH:7][cH:8][cH:9]1)[c:10]1[cH:11][c:12]([CH2:13][SH:14])[cH:15][cH:16][cH:17]1.[OH2:34]>>[O:3]([c:4]1[cH:5][cH:6][cH:7][cH:8][cH:9]1)[c:10]1[cH:11][c:12]([CH2:13][S:14][CH2:21][C:20]([C:19]([F:18])([F:32])[F:33])([OH:22])[c:23]2[cH:24][cH:25][c:26]([O:29][CH2:30][CH3:31])[cH:27][cH:28]2)[cH:15][cH:16][cH:17]1. Starting materials: FC=1C(NC(NC1)=O)=O (5-fluorouracil), [N+](=O)([O-])C1=CC=C(C(=O)Cl)C=C1 (p-nitrobenzoyl chloride). The product is FC=1C(NC(N(C1)C(C1=CC=C(C=C1)[N+](=O)[O-])=O)=O)=O (5-fluoro-1-(p-nitrobenzoyl)uracil). The yield is 52.8%. Reaction SMILES: [F:1][C:2]1[C:3](=[O:9])[NH:4][C:5](=[O:8])[NH:6][CH:7]=1.[N+:10]([C:13]1[CH:21]=[CH:20][C:16]([C:17](Cl)=[O:18])=[CH:15][CH:14]=1)([O-:12])=[O:11]>>[F:1][C:2]1[C:3](=[O:9])[NH:4][C:5](=[O:8])[N:6]([C:17](=[O:18])[C:16]2[CH:15]=[CH:14][C:13]([N+:10]([O-:12])=[O:11])=[CH:21][CH:20]=2)[CH:7]=1. Procedure details: 2.6 g (0.02 mole) of 5-fluorouracil was reacted with 9.28 g (0.05 mole) of p-nitrobenzoyl chloride in the same manner as in Example 1 and 2.95 g (52.9% yield) of 5-fluoro-1-(p-nitrobenzoyl)uracil was obtained. The product was recrystallized from ethanol and white needles melting at 182°-183°C. were obtained. The results of an elementary analysis of the above crystals were well in agreement with the calculated value as follows: Yield: 19.0%. The reactants are C(C1=CC=CC=C1)OC1=C(C=O)C=CC=C1O (2-benzyloxy-3-hydroxybenzaldehyde), C1(=CC=C(C=C1)S(=O)(=O)OC[C@H]1CO1)C ((R)-glycidyl 4-toluenesulphonate), C([O-])([O-])=O.[K+].[K+] (potassium carbonate). The solvent is CN(C=O)C (dimethylformamide). Reported procedure: A mixture of 2-benzyloxy-3-hydroxybenzaldehyde (60.0 g), (R)-glycidyl 4-toluenesulphonate (60.0 g) and potassium carbonate (74 g) in dry dimethylformamide (600 ml) was stirred and heated at 60° C. for 14 hours. After cooling the solvent was removed in vacuo , water (250 ml) added, and the mixture extracted with ether (2×200 ml), then ethyl acetate (2×400 ml). The combined extracts were washed with brine (2×500 ml) and dried over magnesium sulphate. The solvent was removed in vacuo and the residu... As a reaction SMILES: [CH2:1]([O:8][C:9]1[C:16]([OH:17])=[CH:15][CH:14]=[CH:13][C:10]=1[CH:11]=[O:12])[C:2]1[CH:7]=[CH:6][CH:5]=[CH:4][CH:3]=1.C1(C)C=CC(S(O[CH2:28][C@@H:29]2[O:31][CH2:30]2)(=O)=O)=CC=1.C(=O)([O-])[O-].[K+].[K+]>CN(C)C=O>[CH2:1]([O:8][C:9]1[C:16]([O:17][CH2:28][C@@H:29]2[O:31][CH2:30]2)=[CH:15][CH:14]=[CH:13][C:10]=1[CH:11]=[O:12])[C:2]1[CH:3]=[CH:4][CH:5]=[CH:6][CH:7]=1 |f:2.3.4|. Product: C(C1=CC=CC=C1)OC1=C(C=O)C=CC=C1OC[C@H]1CO1 ((R)-2-benzyloxy-3-(2,3-epoxypropoxy)benzaldehyde). Conditions: temperature 60 celsius.